Dataset: the Open Reaction Database (ORD), a public repository of structured organic reaction records. Task: describe an organic reaction: reactants, conditions, products, and yield Reactants: [N+](=O)([O-])NC1=NC=C(C(N1)=O)CC=1C=NC(=CC1)C (2-nitroamino-5-(6-methylpyrid-3-ylmethyl)-4-pyrimidone), amine. The solvent is NCCCN (1,3-Diaminopropane). Yields the product NCCCNC1=NC=C(C(N1)=O)CC=1C=NC(=CC1)C (2-(3-aminopropylamino)-5-(6-methylpyrid-3-ylmethyl)-4-pyrimidone). As a reaction SMILES: [N+]([NH:4][C:5]1[NH:10][C:9](=[O:11])[C:8]([CH2:12][C:13]2[CH:14]=[N:15][C:16]([CH3:19])=[CH:17][CH:18]=2)=[CH:7][N:6]=1)([O-])=O>NCCCN>[NH2:6][CH2:7][CH2:8][CH2:9][NH:4][C:5]1[NH:10][C:9](=[O:11])[C:8]([CH2:12][C:13]2[CH:14]=[N:15][C:16]([CH3:19])=[CH:17][CH:18]=2)=[CH:7][N:6]=1. Procedure: 1,3-Diaminopropane (60 ml) and 2-nitroamino-5-(6-methylpyrid-3-ylmethyl)-4-pyrimidone (5.22 g) were heated together under reflux for 2.5 hr. Excess amine was stripped off and the residue recrystallised from ethanol to give 2-(3-aminopropylamino)-5-(6-methylpyrid-3-ylmethyl)-4-pyrimidone, (4.3 g; 79%) m.p. 162°-164° C.